This data is from the Open Reaction Database (ORD), a public repository of structured organic reaction records. The task is: describe an organic reaction: reactants, conditions, products, and yield Starting materials: COc1ccc(S(=O)(=O)N2CC=CCC(NC(=O)NCc3ccccc3)C2C(=O)OC(C)(C)C)cc1, COc1ccc(S(=O)(=O)N2CC=CCC(NC(=O)OCc3ccccc3)C2C(=O)OC(C)(C)C)cc1. Yields the product COc1ccc(S(=O)(=O)N2CC=CCC(NC(=O)NCc3ccccc3)C2C(=O)O)cc1. RXN SMILES: [C:1]([CH3:2])([CH3:3])([CH3:4])[O:5][C:6](=[O:7])[CH:8]1[N:9]([S:26](=[O:27])(=[O:28])[c:29]2[cH:30][cH:31][c:32]([O:35][CH3:36])[cH:33][cH:34]2)[CH2:10][CH:11]=[CH:12][CH2:13][CH:14]1[NH:15][C:16](=[O:17])[NH:18][CH2:19][c:20]1[cH:21][cH:22][cH:23][cH:24][cH:25]1.[C:37]([O:38][C:39]([CH:40]1[CH:41]([NH:42][C:43]([O:44][CH2:45][c:46]2[cH:47][cH:48][cH:49][cH:50][cH:51]2)=[O:52])[CH2:53][CH:54]=[CH:55][CH2:56][N:57]1[S:58]([c:59]1[cH:60][cH:61][c:62]([O:63][CH3:64])[cH:65][cH:66]1)(=[O:67])=[O:68])=[O:69])([CH3:70])([CH3:71])[CH3:72]>>[O:5]=[C:6]([OH:7])[CH:8]1[N:9]([S:26](=[O:27])(=[O:28])[c:29]2[cH:30][cH:31][c:32]([O:35][CH3:36])[cH:33][cH:34]2)[CH2:10][CH:11]=[CH:12][CH2:13][CH:14]1[NH:15][C:16](=[O:17])[NH:18][CH2:19][c:20]1[cH:21][cH:22][cH:23][cH:24][cH:25]1. Reactants: [OH-].[K+] (potassium hydroxide), OCC1(CCN(CC1)C(=O)OC(C)(C)C)CO (1,1-dimethylethyl 4,4-bis(hydroxymethyl)-1-piperidinecarboxylate), C1COCCOCCOCCOCCOCCO1 (18-crown-6), C(C1=CC=CC=C1)Br (benzyl bromide). Solvent: O1CCCC1 (tetrahydrofuran), [Cl-].[Na+].O (Brine). Run at time 16 hour. Yields the product OCC1(CCN(CC1)C(=O)OC(C)(C)C)COCC1=CC=CC=C1 (1,1-Dimethylethyl 4-(Hydroxymethyl)-4-(phenylmethoxymethyl)-1-piperidinecarboxylate). Yield: 40.3%. RXN SMILES: [OH-].[K+].[OH:3][CH2:4][C:5]1([CH2:18][OH:19])[CH2:10][CH2:9][N:8]([C:11]([O:13][C:14]([CH3:17])([CH3:16])[CH3:15])=[O:12])[CH2:7][CH2:6]1.C1OCCOCCOCCOCCOCCOC1.[CH2:38](Br)[C:39]1[CH:44]=[CH:43][CH:42]=[CH:41][CH:40]=1>O1CCCC1.[Cl-].[Na+].O>[OH:3][CH2:4][C:5]1([CH2:18][O:19][CH2:38][C:39]2[CH:44]=[CH:43][CH:42]=[CH:41][CH:40]=2)[CH2:10][CH2:9][N:8]([C:11]([O:13][C:14]([CH3:15])([CH3:16])[CH3:17])=[O:12])[CH2:7][CH2:6]1 |f:0.1,6.7.8|. Procedure: Finely ground potassium hydroxide (248 mg, 44 mmol) was added to a stirred, cooled (10° C.) solution of 1,1-dimethylethyl 4,4-bis(hydroxymethyl)-1-piperidinecarboxylate (Description 67, 1.83 g, 7.4 mmol), 18-crown-6 (196 mg, 0.74 mmol) and benzyl bromide (884 μL, 7.4 mmol) in tetrahydrofuran (80 mL) and the mixture was stirred at room temperature for 16 hours. Brine (40 mL) was added and the layers were separated. The organic layer was dried (MgSO4) and the solvent was evaporated under reduced p... The reactants are N1C=NC=C1 (Imidazole), C(C)(C)(C)[Si](Cl)(C1=CC=CC=C1)C1=CC=CC=C1 (tert-butyldiphenylchlorosilane), Cl.COC(C(N)CO)=O (DL-serine methyl ester hydrochloride). The solvent is CN(C=O)C (dimethylformamide). Reaction conditions: time 16 hour. The product is [Si](C1=CC=CC=C1)(C1=CC=CC=C1)(C(C)(C)C)OC[C@H](N)C(=O)OC (Methyl O-[tert-butyl(diphenyl)silyl]serinate). Reaction SMILES: N1C=CN=C1.[C:6]([Si:10]([C:18]1[CH:23]=[CH:22][CH:21]=[CH:20][CH:19]=1)([C:12]1[CH:17]=[CH:16][CH:15]=[CH:14][CH:13]=1)Cl)([CH3:9])([CH3:8])[CH3:7].Cl.[CH3:25][O:26][C:27](=[O:32])[CH:28]([CH2:30][OH:31])[NH2:29]>CN(C)C=O>[Si:10]([O:31][CH2:30][C@@H:28]([C:27]([O:26][CH3:25])=[O:32])[NH2:29])([C:6]([CH3:9])([CH3:8])[CH3:7])([C:18]1[CH:23]=[CH:22][CH:21]=[CH:20][CH:19]=1)[C:12]1[CH:17]=[CH:16][CH:15]=[CH:14][CH:13]=1 |f:2.3|. Procedure: Imidazole (2.82 g, 41.43 mmol) and tert-butyldiphenylchlorosilane (3.23 mL, 12.43 mmol) was added to a solution of DL-serine methyl ester hydrochloride (1.41 g, 11.84 mmol) in dimethylformamide (6 mL). After 16 h, the mixture was concentrated and partitioned between ethyl acetate and saturated sodium bicarbonate solution. The organic layer was dried over sodium sulfate, filtered, and concentrated. Purification by silica gel chromatography (100% dichloromethane=10% methanol {1% ammonium hydroxide... Starting materials: FC1(C=CC(S1)(F)F)F (tetrafluoro-2,5-dihydrothiophene), S(=O)(=O)=O (Sulfur trioxide), FC1(C(=C(C(S1)(F)F)F)F)F (hexafluoro-2,5-dihydrothiophene), [F-] (fluoride). Product: FC1(C(=C(C(S1)=O)F)F)F (tetrafluoro-2,5-dihydrothiophene-2-one). Isolated yield 24.5%. As a reaction SMILES: S(=O)(=O)=[O:2].[F:5][C:6]1([F:15])[S:10][C:9](F)(F)[C:8]([F:13])=[C:7]1[F:14].[F-].FC1(F)SC(F)(F)C=C1>>[F:5][C:6]1([F:15])[S:10][C:9](=[O:2])[C:8]([F:13])=[C:7]1[F:14]. Procedure details: Sulfur trioxide (128.0 g, 1.60 mol) was added rapidly to 77.6 g (0.40 mol) of hexafluoro-2,5-dihydrothiophene. After an initial exotherm, the mixture was refluxed for 30 min. and fractionated to give 121.9 g, bp 42°-55° C., shown to be mainly pyrosulfuryl fluoride by 19F NMR, and 29.5 g of crude tetrafluoro-2,5-dihydrothiophene, bp 77°-85° C. Redistillation of this product afforded 16.9 g (25%) of tetrafluoro-2,5-dihydrothiophene-2-one, bp 83° C. IR (CCl4): 1755 (C=O) and 1740 cm-1 (C=C). NMR (C... The reactants are COC(=O)c1sc(Br)c(Br)c1OCC(=O)O, Cl, N, O. Yields the product NC(=O)c1sc(Br)c(Br)c1OCC(=O)O. Reaction SMILES: [CH3:1][O:2][C:3](=[O:4])[c:5]1[s:6][c:7]([Br:16])[c:8]([Br:15])[c:9]1[O:10][CH2:11][C:12](=[O:13])[OH:14].[ClH:18].[NH3:17].[OH2:19]>>[O:2]=[C:3]([c:5]1[s:6][c:7]([Br:16])[c:8]([Br:15])[c:9]1[O:10][CH2:11][C:12](=[O:13])[OH:14])[NH2:17]. The reactants are C=CCCCCCCCC, ClCCl, O, OO. Product: CCCCCCCCC1CO1. RXN SMILES: [CH2:1]=[CH:2][CH2:3][CH2:4][CH2:5][CH2:6][CH2:7][CH2:8][CH2:9][CH3:10].[Cl:11][CH2:12][Cl:13].[OH2:16].[OH:14][OH:15]>>[CH2:1]1[CH:2]([CH2:3][CH2:4][CH2:5][CH2:6][CH2:7][CH2:8][CH2:9][CH3:10])[O:14]1. The reactants are C1(CC1)COC12CC3N(C(CC(C1)C3)C2)C(=O)OC(C)(C)C (tert-butyl 5-(cyclopropylmethoxy)-2-azatricyclo[3.3.1.13,7]decane-2-carboxylate), FC(C(=O)O)(F)F (trifluoroacetic acid). The solvent is C(Cl)Cl (DCM). Conditions: temperature 0 celsius, time 4 hour. The product is C1(CC1)COC12CC3NC(CC(C1)C3)C2 (5-(cyclopropylmethoxy)-2-azatricyclo[3.3.1.13,7]decane). Isolated yield 95.0%. As a reaction SMILES: [CH:1]1([CH2:4][O:5][C:6]23[CH2:15][CH:10]4[CH2:11][CH:12]([CH2:14][CH:8]([N:9]4C(OC(C)(C)C)=O)[CH2:7]2)[CH2:13]3)[CH2:3][CH2:2]1.FC(F)(F)C(O)=O>C(Cl)Cl>[CH:1]1([CH2:4][O:5][C:6]23[CH2:15][CH:10]4[CH2:11][CH:12]([CH2:14][CH:8]([NH:9]4)[CH2:7]2)[CH2:13]3)[CH2:3][CH2:2]1. Procedure: To a 50 mL RB flask fitted with magnetic stirrer was charged tert-butyl 5-(cyclopropylmethoxy)-2-azatricyclo[3.3.1.13,7]decane-2-carboxylate, Intermediate-19 (50 mg, 0.016 mmol) in DCM (5 mL). Then reaction mixture was cooled to 0° C. and trifluoroacetic acid (0.099 g, 0.084 mmol) was added and stirred for 4 hours. After completion of the reaction (reaction was monitored by LCMS) the reaction mixture was concentrated followed by trituration with mixture of hexane:ether (1:1) to give Intermediate... Starting materials: C1CCOC1, O=C=Nc1ccc(Cl)c(C(F)(F)F)c1, Nc1ccc(Oc2ccnc(NCCCO)n2)c(Cl)c1. The product is O=C(Nc1ccc(Oc2ccnc(NCCCO)n2)c(Cl)c1)Nc1ccc(Cl)c(C(F)(F)F)c1. Reaction SMILES: [CH2:35]1[O:36][CH2:37][CH2:38][CH2:39]1.[Cl:1][c:2]1[c:3]([C:11]([F:12])([F:13])[F:14])[cH:4][c:5]([N:8]=[C:9]=[O:10])[cH:6][cH:7]1.[NH2:15][c:16]1[cH:17][c:18]([Cl:34])[c:19]([O:20][c:21]2[n:22][c:23]([NH:27][CH2:28][CH2:29][CH2:30][OH:31])[n:24][cH:25][cH:26]2)[cH:32][cH:33]1>>[Cl:1][c:2]1[c:3]([C:11]([F:12])([F:13])[F:14])[cH:4][c:5]([NH:8][C:9](=[O:10])[NH:15][c:16]2[cH:17][c:18]([Cl:34])[c:19]([O:20][c:21]3[n:22][c:23]([NH:27][CH2:28][CH2:29][CH2:30][OH:31])[n:24][cH:25][cH:26]3)[cH:32][cH:33]2)[cH:6][cH:7]1.